This data is from the Open Reaction Database (ORD), a public repository of structured organic reaction records. The task is: describe an organic reaction: reactants, conditions, products, and yield Reactants: C1CCOC1, CCOC(C)=O, O=C(Cl)c1ccc(F)cc1, CCOC(=O)c1c(-c2ccc(Cl)cc2)csc1N, [Na+], [OH-]. Yields the product CCOC(=O)c1c(-c2ccc(Cl)cc2)csc1NC(=O)c1ccc(F)cc1. RXN SMILES: [CH2:29]1[O:30][CH2:31][CH2:32][CH2:33]1.[CH3:36][CH2:37][O:38][C:39](=[O:40])[CH3:41].[F:19][c:20]1[cH:21][cH:22][c:23]([C:24](=[O:25])[Cl:26])[cH:27][cH:28]1.[NH2:1][c:2]1[s:3][cH:4][c:5](-[c:12]2[cH:13][cH:14][c:15]([Cl:18])[cH:16][cH:17]2)[c:6]1[C:7](=[O:8])[O:9][CH2:10][CH3:11].[Na+:35].[OH-:34]>>[NH:1]([c:2]1[s:3][cH:4][c:5](-[c:12]2[cH:13][cH:14][c:15]([Cl:18])[cH:16][cH:17]2)[c:6]1[C:7](=[O:8])[O:9][CH2:10][CH3:11])[C:24]([c:23]1[cH:22][cH:21][c:20]([F:19])[cH:28][cH:27]1)=[O:25]. Starting materials: C1(=C(C(=O)C1=O)O)O (squaric acid), CC(C)(C)C=1OC(=CC(C1)=CC1=C(C(C1(Cl)Cl)=O)Cl)C(C)(C)C (3-[2,6-Bis(1,1-dimethylethyl)-(4H-pyran-4-ylidene)-methyl]-2,4,4-tri-chlorocyclobut-2-en-1-one), resultant solution, Formula II, 2,6-bis(1,1-dimethylethyl)-4-pyrylidene, resultant mixture. Run in OS(=O)(=O)C(F)(F)F (triflic acid). Conditions: time 5 hour. Yields the product CC(C)(C)C=1OC(=CC(C1)=CC=1C(C(C1O)=O)=O)C(C)(C)C (3-[2.6-bis(1,1-Dimethylethyl)-(4H-pyran-4-ylidene)-methyl]-4-hydroxycyclobut-3-ene-1,2-dione). Yield: 87.0%. As a reaction SMILES: [C:1]1([OH:8])[C:5](=O)[C:3](=[O:4])[C:2]=1[OH:7].[CH3:9][C:10]([C:13]1[O:14][C:15]([C:28]([CH3:31])([CH3:30])[CH3:29])=[CH:16][C:17](=[CH:19]C2C(Cl)(Cl)C(=O)C=2Cl)[CH:18]=1)([CH3:12])[CH3:11]>OS(C(F)(F)F)(=O)=O>[CH3:12][C:10]([C:13]1[O:14][C:15]([C:28]([CH3:31])([CH3:30])[CH3:29])=[CH:16][C:17](=[CH:19][C:5]2[C:3](=[O:4])[C:2](=[O:7])[C:1]=2[OH:8])[CH:18]=1)([CH3:9])[CH3:11]. Procedure: This Example illustrates the preparation, by a reaction analogous to D→E shown in FIG. 1, of the squaric acid derivative of Formula II in which Q1 is a 2,6-bis(1,1-dimethylethyl)-4-pyrylidene grouping and R1 is a hydrogen atom. 3-[2,6-Bis(1,1-dimethylethyl)-(4H-pyran-4-ylidene)-methyl]-2,4,4-tri-chlorocyclobut-2-en-1-one (100 mg, 0.27 mmole, prepared in Example 47 above), was dissolved in triflic acid (1 mL) and the resultant solution heated at 60° C. for 1 hour, 80° C. for a further 2 hours, an... Starting materials: C(=O)(OC)N1CCN(CC1)CC1=CC=CC=C1 (1-carbomethoxy-4-benzylpiperazine), [H][H] (hydrogen). Reagents/catalysts: [Pd] (palladium). The solvent is C(C)O (ethanol). Product: C(=O)(OC)N1CCNCC1 (1-carbomethoxypiperazine). Yield: 74.0%. Reaction SMILES: [C:1]([N:5]1[CH2:10][CH2:9][N:8](CC2C=CC=CC=2)[CH2:7][CH2:6]1)([O:3][CH3:4])=[O:2].[H][H]>C(O)C.[Pd]>[C:1]([N:5]1[CH2:10][CH2:9][NH:8][CH2:7][CH2:6]1)([O:3][CH3:4])=[O:2]. Procedure: 34.0 g (0.15 mole) of 1-carbomethoxy-4-benzylpiperazine dissolved in 300 ml of ethanol was treated with hydrogen over a palladium catalyst at 40 psi and room-temperature for 24 hours. The catalyst was removed by filtration and the solvent removed under reduced pressure. The residue was distilled, b.p. 70°-75° C. at 1.5 mmHg to give 16.0 g of 1-carbomethoxypiperazine. The reactants are [OH-].[Na+] (sodium hydroxide), C(C1=CC=CC=C1)C=1C=C(C(=O)O)C=CC1 (3-benzylbenzoic acid), [H-].[Al+3].[Li+].[H-].[H-].[H-] (lithium aluminiumhydride). The solvent is O (water), C(C)OCC (diethyl ether), O (water), C1CCOC1 (THF), C1CCOC1 (THF). Run at time 30 minute. The product is C(C1=CC=CC=C1)C=1C=C(CO)C=CC1 (3-benzylbenzylalcohol). The yield is 85.7%. Reaction SMILES: [CH2:1]([C:8]1[CH:9]=[C:10]([CH:14]=[CH:15][CH:16]=1)[C:11](O)=[O:12])[C:2]1[CH:7]=[CH:6][CH:5]=[CH:4][CH:3]=1.[H-].[Al+3].[Li+].[H-].[H-].[H-].[OH-].[Na+]>C1COCC1.O.C(OCC)C>[CH2:1]([C:8]1[CH:9]=[C:10]([CH:14]=[CH:15][CH:16]=1)[CH2:11][OH:12])[C:2]1[CH:3]=[CH:4][CH:5]=[CH:6][CH:7]=1 |f:1.2.3.4.5.6,7.8|. Procedure: To a suspension of 3-benzylbenzoic acid (15 g, 70 mmol) in THF (100 ml) a solution of lithium aluminiumhydride in THF (80 ml, 80 mmol, 1M) was added dropwise. When addition was complete the mixture was stirred for 30 minutes at ambient temperature and then heated at reflux for 40 minutes. The reaction mixture was allowed to cool and water (3 ml), diethyl ether (100 ml), 4N sodium hydroxide (6 ml) and water (12 ml) were added successively. The mixture was stirred for 30 minutes, filtered and the ... Yields the product C(C)C1C(CC=2C=CC3=C(C12)CCNCC3)(F)F (1-Ethyl-2,2-difluoro-1,2,3,6,7,8,9,10-octahydro-8-aza-cyclohepta[e]indene). The solvent is C(Cl)(Cl)Cl (CHCl3). The yield is 49.0%. Reaction conditions: temperature 60 celsius. Reactants: C(C)OC(=O)N1CCC2=C(C=3C(C(CC3C=C2)(F)F)CC)CC1 (1-Ethyl-2,2-difluoro-1,3,6,7,9,10-hexahydro-2H-8-aza-cyclohepta[e]indene-8-carboxylic acid ethyl ester), [Si](C)(C)(C)I (TMSI). RXN SMILES: C(OC([N:6]1[CH2:23][CH2:22][C:10]2[C:11]3[CH:12]([CH2:20][CH3:21])[C:13]([F:19])([F:18])[CH2:14][C:15]=3[CH:16]=[CH:17][C:9]=2[CH2:8][CH2:7]1)=O)C.[Si](I)(C)(C)C>C(Cl)(Cl)Cl>[CH2:20]([CH:12]1[C:11]2[C:10]3[CH2:22][CH2:23][NH:6][CH2:7][CH2:8][C:9]=3[CH:17]=[CH:16][C:15]=2[CH2:14][C:13]1([F:19])[F:18])[CH3:21]. Procedure: Into a glass vial containing the product from step (b) (42 mg, 0.130 mmol) dissolved in CHCl3 (2 ml), TMSI (176 μL, 1.3 mmol) was added. The stirred reaction mixture was heated to 60° C. for 2 hours. The volatiles were evaporated in vacuo and 2M HCl (2 ml) and water (20 ml) were added. The aqueous mixture was washed with diethyl ether (2×). The aqueous layer was then basified with 2M NaOH to pH 10 and extracted with DCM (3×). The combined DCM extracts were washed with brine, dried over Na2SO4, a...